Dataset: the Open Reaction Database (ORD), a public repository of structured organic reaction records. Task: describe an organic reaction: reactants, conditions, products, and yield Yields the product C(#N)C1=CC=C(C=C1)C1=CC=C(N=N1)NNC(=O)OCC (Ethyl 3-[6-(p-cyanophenyl)-3-pyridazinyl]carbazate). Starting materials: C(#N)C1=CC=C(C=C1)C1=CC=C(N=N1)Cl (6-(p-cyanophenyl)-3-chloropyridazine), C(NN)(=O)OCC (ethyl carbazate). Procedure details: A mixture of 0.40 g. of 6-(p-cyanophenyl)-3-chloropyridazine and 0.70 g. of 97% ethyl carbazate in 25 ml. of n-butanol is prepared. The solution is stirred and heated at reflux temperature for 4 hours. The reaction mixture is cooled to room temperature and the product precipitated from solution. The product is filtered, washed with n-butanol, water, dried and recrystallized from ethanol giving a crystalline material, m.p. 235° C. Run in C(CCC)O (n-butanol). Reaction SMILES: [C:1]([C:3]1[CH:8]=[CH:7][C:6]([C:9]2[N:14]=[N:13][C:12](Cl)=[CH:11][CH:10]=2)=[CH:5][CH:4]=1)#[N:2].[C:16]([O:20][CH2:21][CH3:22])(=[O:19])[NH:17][NH2:18]>C(O)CCC>[C:1]([C:3]1[CH:8]=[CH:7][C:6]([C:9]2[N:14]=[N:13][C:12]([NH:18][NH:17][C:16]([O:20][CH2:21][CH3:22])=[O:19])=[CH:11][CH:10]=2)=[CH:5][CH:4]=1)#[N:2]. Procedure details: To a suspension of LAH (1.25 g, 27 mmol) in dry diethyl ether (100 mL) was added dropwise a solution of 2-benzyloxy-N-(4-fluoro-phenyl)-acetamide (33) (6.9 g, 27 mmol) in dry diethyl ether (100 mL). The addition was such as a reflux was maintained. Once the addition was completed, the reaction mixture was heated to reflux for 4 h, then poured into ice-water and DCM was added. In order to break down the aluminium salt, 2M aqueous sodium hydroxide solution was added until strong basic pH was obtai... The reactants are [OH-].[Na+] (sodium hydroxide), aluminium salt, [H-].[H-].[H-].[H-].[Li+].[Al+3] (LAH), ice water, C(Cl)Cl (DCM), C(C1=CC=CC=C1)OCC(=O)NC1=CC=C(C=C1)F (2-benzyloxy-N-(4-fluoro-phenyl)-acetamide). Product: C(C1=CC=CC=C1)OCCNC1=CC=C(C=C1)F ((2-Benzyloxy-ethyl)-(4-fluoro-phenyl)-amine). Reaction SMILES: [H-].[H-].[H-].[H-].[Li+].[Al+3].[CH2:7]([O:14][CH2:15][C:16]([NH:18][C:19]1[CH:24]=[CH:23][C:22]([F:25])=[CH:21][CH:20]=1)=O)[C:8]1[CH:13]=[CH:12][CH:11]=[CH:10][CH:9]=1.C(Cl)Cl.[OH-].[Na+]>C(OCC)C>[CH2:7]([O:14][CH2:15][CH2:16][NH:18][C:19]1[CH:24]=[CH:23][C:22]([F:25])=[CH:21][CH:20]=1)[C:8]1[CH:9]=[CH:10][CH:11]=[CH:12][CH:13]=1 |f:0.1.2.3.4.5,8.9|. Yield: 83.0%. The solvent is C(C)OCC (diethyl ether), C(C)OCC (diethyl ether). Starting materials: ClC=1NC2=C(N1)C=CC=C2 (2-chlorobenzimidazole), C(C1=CC=CC=C1)(C1=CC=CC=C1)N (benzhydrylamine). The product is N1=C(NC2=C1C=CC=C2)NC(C2=CC=CC=C2)C2=CC=CC=C2 (N-(Benzimidazol-2-yl)benzhydrylamine). Reaction SMILES: Cl[C:2]1[NH:3][C:4]2[CH:10]=[CH:9][CH:8]=[CH:7][C:5]=2[N:6]=1.[CH:11]([NH2:24])([C:18]1[CH:23]=[CH:22][CH:21]=[CH:20][CH:19]=1)[C:12]1[CH:17]=[CH:16][CH:15]=[CH:14][CH:13]=1>>[N:6]1[C:5]2[CH:7]=[CH:8][CH:9]=[CH:10][C:4]=2[NH:3][C:2]=1[NH:24][CH:11]([C:12]1[CH:17]=[CH:16][CH:15]=[CH:14][CH:13]=1)[C:18]1[CH:23]=[CH:22][CH:21]=[CH:20][CH:19]=1. Reported procedure: The title compound was prepared from 2-chlorobenzimidazole and benzhydrylamine by Procedure A. The product was isolated by preparative LCMS to give the title compound as the free base (white solid, mp 255-258° C.). MS(ES+) m/z 300 ([M+1]+, 100). 1NMR (DMSO-d6) δ 6.20 (d, 1H), 6.75-7.65 (m, 15H), 10.5 (s, 1H).